Task: describe an organic reaction: reactants, conditions, products, and yield. Dataset: the Open Reaction Database (ORD), a public repository of structured organic reaction records Run in CN(C)C=O.C1CCOC1 (DMF THF). Procedure details: To a cooled solution of 2-(3-nitrophenyl)indolizine-6-carboxamide (0.4 g, 1.42 mmol) in DMF/THF (20/10 ml) was added NaH (60% in mineral oil, 58 mg, 1.45 mmol). The resulting mixture was stirred under Ar at 0° C. for 5 min, and then MeI (0.13 mL, 2.08 mmol) was added. The reaction mixture was stirred under Ar at 0° C. and warmed gradually to room temperature and stirred at room temperature overnight. It was concentrated in vacuo. The residue was recrystallized from CH2Cl2/acetone/EtOAc to give a... Starting materials: [N+](=O)([O-])C=1C=C(C=CC1)C=1C=C2C=CC(=CN2C1)C(=O)N (2-(3-nitrophenyl)indolizine-6-carboxamide), [H-].[Na+] (NaH), CI (MeI). Conditions: temperature 0 celsius, time 5 minute. Product: CNC(=O)C1=CN2C=C(C=C2C=C1)C1=CC(=CC=C1)[N+](=O)[O-] (N-Methyl-2-(3-nitrophenyl)indolizine-6-carboxamide). Isolated yield 23.8%. As a reaction SMILES: [N+:1]([C:4]1[CH:5]=[C:6]([C:10]2[CH:11]=[C:12]3[N:17]([CH:18]=2)[CH:16]=[C:15]([C:19]([NH2:21])=[O:20])[CH:14]=[CH:13]3)[CH:7]=[CH:8][CH:9]=1)([O-:3])=[O:2].[H-].[Na+].[CH3:24]I>CN(C=O)C.C1COCC1>[CH3:24][NH:21][C:19]([C:15]1[CH:14]=[CH:13][C:12]2[N:17]([CH:18]=[C:10]([C:6]3[CH:7]=[CH:8][CH:9]=[C:4]([N+:1]([O-:3])=[O:2])[CH:5]=3)[CH:11]=2)[CH:16]=1)=[O:20] |f:1.2,4.5|. Starting materials: CO, ClCc1ccco1, [Na+], [OH-], O. Yields the product O=C(O)Cc1ccco1. As a reaction SMILES: [CH3:1][OH:2].[Cl:5][CH2:6][c:7]1[o:8][cH:9][cH:10][cH:11]1.[Na+:4].[OH-:3].[OH2:12]>>[C:1](=[O:2])([OH:3])[CH2:6][c:7]1[o:8][cH:9][cH:10][cH:11]1. RXN SMILES: [H-].[Na+].[N+:3]([C:6]1[CH:11]=[CH:10][CH:9]=[CH:8][C:7]=1[OH:12])([O-:5])=[O:4].[CH2:13]([O:15][C:16](=[O:21])[CH2:17][CH2:18][CH2:19]Br)[CH3:14]>CN(C)C=O>[CH2:13]([O:15][C:16](=[O:21])[CH2:17][CH2:18][CH2:19][O:12][C:7]1[CH:8]=[CH:9][CH:10]=[CH:11][C:6]=1[N+:3]([O-:5])=[O:4])[CH3:14] |f:0.1|. The solvent is CN(C=O)C (N,N-dimethylformamide), CN(C=O)C (N,N-dimethylformamide), CN(C=O)C (N,N-dimethylformamide). Reaction conditions: time 20 minute. The reactants are [H-].[Na+] (Sodium hydride), [N+](=O)([O-])C1=C(C=CC=C1)O (0-nitrophenol), C(C)OC(CCCBr)=O (4-bromobutanoic acid ethyl ester). Reported procedure: Sodium hydride (16.5 9, content: 62.4%) was suspended in N,N-dimethylformamide (500 ml). 0-nitrophenol (60 g) dissolved in N,N-dimethylformamide (100 ml) was added dropwise into the mixture with stirring in ice-bath over about 20 mins. The mixture was stirred for 1 hr. at a room temperature. 4-bromobutanoic acid ethyl ester (84.2 g) dissolved in N,N-dimethylformamide (200 ml) was added to the mixture. The solution was stirred for 15 hrs at about 70° C. N,N-dimethylformamide was evaporated in vac... The product is C(C)OC(CCCOC1=C(C=CC=C1)[N+](=O)[O-])=O (4-(2-nitrophenoxy)butanoic acid ethyl ester). Isolated yield 70.8%. Reactants: [F-].[K+] (KF), COC1=CC=C(C=C1)B(O)O (4-methoxyphenylboronic acid), BrC1=CC=CC=2C=CSC21 (7-bromo-1-benzothiophene). The reagents and catalysts are P(C1CCCCC1)(C1CCCCC1)C1CCCCC1 (P(Cy)3), C=1C=CC(=CC1)/C=C/C(=O)/C=C/C2=CC=CC=C2.C=1C=CC(=CC1)/C=C/C(=O)/C=C/C2=CC=CC=C2.C=1C=CC(=CC1)/C=C/C(=O)/C=C/C2=CC=CC=C2.[Pd].[Pd] (Pd2(dba)3), B(O)O (boronic acid), C=1C=CC(=CC1)/C=C/C(=O)/C=C/C2=CC=CC=C2.C=1C=CC(=CC1)/C=C/C(=O)/C=C/C2=CC=CC=C2.C=1C=CC(=CC1)/C=C/C(=O)/C=C/C2=CC=CC=C2.[Pd].[Pd] (Pd2(dba)3). Solvent: C1CCOC1 (THF), C1CCOC1 (THF), CCOCC (ether). Conditions: temperature 60 celsius, time 4 hour. The product is COC1=CC=C(C=C1)C1=CC=CC=2C=CSC21 (7-(4-Methoxyphenyl)-1-benzothiophene). The yield is 97.6%. RXN SMILES: [F-].[K+].[CH3:3][O:4][C:5]1[CH:10]=[CH:9][C:8](B(O)O)=[CH:7][CH:6]=1.Br[C:15]1[C:23]2[S:22][CH:21]=[CH:20][C:19]=2[CH:18]=[CH:17][CH:16]=1>C1COCC1.CCOCC.C1C=CC(/C=C/C(/C=C/C2C=CC=CC=2)=O)=CC=1.C1C=CC(/C=C/C(/C=C/C2C=CC=CC=2)=O)=CC=1.C1C=CC(/C=C/C(/C=C/C2C=CC=CC=2)=O)=CC=1.[Pd].[Pd].P(C1CCCCC1)(C1CCCCC1)C1CCCCC1.B(O)O>[CH3:3][O:4][C:5]1[CH:10]=[CH:9][C:8]([C:15]2[C:23]3[S:22][CH:21]=[CH:20][C:19]=3[CH:18]=[CH:17][CH:16]=2)=[CH:7][CH:6]=1 |f:0.1,6.7.8.9.10|. Procedure: To a 50 ml round bottom flask was added Pd2(dba)3 (107 mg, 0.117 mmol), KF (2.25 g, 3.9 mmol), 4-methoxyphenylboronic acid (2.14 g, 14.1 mmol), and the flask was purged with nitrogen. Anhydrous THF (25 ml) was then added followed by 7-bromo-1-benzothiophene (2.5 g, 11.73 mmol) in 5 ml THF followed by the addition of P(Cy)3 (100 mg, 0.352 mmol). After 4 h at ambient temperature no product was observed. Heating to 60° C. overnight afforded approx. 50% completion. After the addition of another 2% P...